Task: describe an organic reaction: reactants, conditions, products, and yield. Dataset: the Open Reaction Database (ORD), a public repository of structured organic reaction records Reactants: resultant solution, [BH4-].[Na+] (Sodium borohydride), 10C, ClC1(CC1)C(=O)OC(C)(C)C (tert-butyl 1-chlorocyclopropane-1-carboxylate), compound ( 4a ), resultant mixture. The reagents and catalysts are O.O.O.O.O.O.[Co](Cl)Cl (Cobalt chloride hexahydrate). Solvent: CN(C(C)=O)C (N,N-dimethylacetamide), CN(C(C)=O)C (N,N-dimethylacetamide). Product: C1(CC1)C(=O)OC(C)(C)C (tert-butyl cyclopropanecarboxylate). Isolated yield 80.0%. Reaction SMILES: [BH4-].[Na+].Cl[C:4]1([C:7]([O:9][C:10]([CH3:13])([CH3:12])[CH3:11])=[O:8])[CH2:6][CH2:5]1>CN(C)C(=O)C.O.O.O.O.O.O.[Co](Cl)Cl>[CH:4]1([C:7]([O:9][C:10]([CH3:13])([CH3:12])[CH3:11])=[O:8])[CH2:6][CH2:5]1 |f:0.1,4.5.6.7.8.9.10|. Procedure: Sodium borohydride (161 mg, 4.25 mmol) was added to and dissolved in N,N-dimethylacetamide (1.5 mL) at room temperature, followed by addition of an N,N-dimethylacetamide solution (1.0 mL) of tert-butyl 1-chlorocyclopropane-1-carboxylate (hereinafter the compound will be referred to as “compound (4a)”) (500 mg, 2.83 mmol) at 10C. Cobalt chloride hexahydrate (3.3 mg, 0.014 mmol) was added to the resultant solution. After completion of addition, the resultant mixture was stirred at 40° C. for 21 ho... The reactants are N1(CCNCC1)C(=O)OC(C)(C)C (tert-butyl piperazine-1-carboxylate), O (water), BrC1=NC(=CC=C1)Br (2,6-Dibromopyridine), N1(CCNCC1)C(=O)OC(C)(C)C (tert-butyl piperazine-1-carboxylate), C([O-])([O-])=O.[K+].[K+] (potassium carbonate). The solvent is CN(C=O)C (N,N-dimethylformamide). Run at time 8 hour. The product is BrC1=CC=CC(=N1)N1CCN(CC1)C(=O)OC(C)(C)C (tert-Butyl 4-(6-bromopyridin-2-yl)piperazine-1-carboxylate). Reaction SMILES: Br[C:2]1[CH:7]=[CH:6][CH:5]=[C:4]([Br:8])[N:3]=1.[N:9]1([C:15]([O:17][C:18]([CH3:21])([CH3:20])[CH3:19])=[O:16])[CH2:14][CH2:13][NH:12][CH2:11][CH2:10]1.C(=O)([O-])[O-].[K+].[K+].O>CN(C)C=O>[Br:8][C:4]1[N:3]=[C:2]([N:12]2[CH2:11][CH2:10][N:9]([C:15]([O:17][C:18]([CH3:21])([CH3:20])[CH3:19])=[O:16])[CH2:14][CH2:13]2)[CH:7]=[CH:6][CH:5]=1 |f:2.3.4|. Reported procedure: 2,6-Dibromopyridine (1.0 g) and tert-butyl piperazine-1-carboxylate (870 mg) are dissolved in N,N-dimethylformamide (10 ml) and stirred at 80° C. in the presence of potassium carbonate (1.17 g) for 5 hours. To the reaction mixture is added tert-butyl piperazine-1-carboxylate (200 mg). The mixture is stirred at room temperature overnight, and then water is added. The aqueous phase is removed and extracted with dichloromethane. The combined organic phases are dried over sodium sulphate and concent... The reactants are [BH4-], ClCCl, CCOC(=O)C1Cc2cc(C(=O)c3ccc(O)cc3)c(Cl)c(Cl)c2O1, [Na+], O=C(O)C(F)(F)F. Yields the product CCOC(=O)C1Cc2cc(Cc3ccc(O)cc3)c(Cl)c(Cl)c2O1. Reaction SMILES: [BH4-:8].[CH2:35]([Cl:36])[Cl:37].[Cl:10][c:11]1[c:12]([Cl:34])[c:13]2[c:14]([cH:23][c:24]1[C:25]([c:26]1[cH:27][cH:28][c:29]([OH:32])[cH:30][cH:31]1)=[O:33])[CH2:15][CH:16]([C:18](=[O:19])[O:20][CH2:21][CH3:22])[O:17]2.[Na+:9].[OH:1][C:2]([C:3]([F:4])([F:5])[F:6])=[O:7]>>[Cl:10][c:11]1[c:12]([Cl:34])[c:13]2[c:14]([cH:23][c:24]1[CH2:25][c:26]1[cH:27][cH:28][c:29]([OH:32])[cH:30][cH:31]1)[CH2:15][CH:16]([C:18](=[O:19])[O:20][CH2:21][CH3:22])[O:17]2. Reagents/catalysts: [N+](=O)([O-])[O-].[Ag+] (AgNO3). The product is C(C)(C)C=1NC=C(N1)C(=O)OC (Methyl 2-isopropyl-1H-imidazole-4-carboxylate). Reaction SMILES: [NH:1]1[CH:5]=[C:4]([C:6]([O:8][CH3:9])=[O:7])[N:3]=[CH:2]1.[C:10](O)(=O)[CH:11](C)[CH3:12].N>OS(O)(=O)=O.[N+]([O-])([O-])=O.[Ag+]>[CH:11]([C:2]1[NH:1][CH:5]=[C:4]([C:6]([O:8][CH3:9])=[O:7])[N:3]=1)([CH3:12])[CH3:10] |f:4.5|. Starting materials: N1C=NC(=C1)C(=O)OC (methyl 1H-imidazole-4-carboxylate), C(C(C)C)(=O)O (isobutyric acid), N (ammonia), (NH4)2S2O8. The solvent is OS(=O)(=O)O (H2SO4). Reported procedure: A solution of methyl 1H-imidazole-4-carboxylate (5.0 g, 39.68 mmol), AgNO3 (4.0 g, 23.81 mmol), isobutyric acid (10.4 g, 119.1 mmol) in 10% H2SO4 (150 ml) was heated at 80° C. for 15 min. An aqueous solution of (NH4)2S2O8 (28.0 g, 119.1 mmol) was added to the mixture dropwise in 15 min at 80° C. The reaction mixture was cooled to RT and poured into ice. The mixture was basified with aqueous ammonia (pH 9) and extracted with EtOAc (500 ml). The organic layer was concentrated and the residue was p... The product is COc1ccc(C(=O)CNNC(=O)OC(C)(C)C)cc1. Starting materials: COc1ccc(C(=O)CBr)cc1, O=C([O-])[O-], CC(C)(C)OC(=O)NN, [K+], [K+], CN(C)C=O. As a reaction SMILES: [Br:16][CH2:17][C:18](=[O:19])[c:20]1[cH:21][cH:22][c:23]([O:26][CH3:27])[cH:24][cH:25]1.[C:1](=[O:2])([O-:3])[O-:4].[C:7]([NH:8][NH2:9])(=[O:10])[O:11][C:12]([CH3:13])([CH3:14])[CH3:15].[K+:5].[K+:6].[O:28]=[CH:29][N:30]([CH3:31])[CH3:32]>>[C:7]([NH:8][NH:9][CH2:17][C:18](=[O:19])[c:20]1[cH:21][cH:22][c:23]([O:26][CH3:27])[cH:24][cH:25]1)(=[O:10])[O:11][C:12]([CH3:13])([CH3:14])[CH3:15]. Reactants: BrC1=CC=C2C(=C(C=NC2=C1)[N+](=O)[O-])Cl (7-Bromo-4-chloro-3-nitroquinoline), NCCN1CCN(CC1)C(=O)OC(C)(C)C (4-(2-aminoethyl)-1-(tert-butoxycarbonyl)piperazine). Conditions: time 8 hour. The product is BrC1=CC=C2C(=C(C=NC2=C1)[N+](=O)[O-])NCCN1CCN(CC1)C(=O)OC(C)(C)C (tert-butyl 4-[2-(7-bromo-3-nitroquinolin-4-ylamino)ethyl]piperazine-1-carboxylate). Isolated yield 59.8%. As a reaction SMILES: [Br:1][C:2]1[CH:11]=[C:10]2[C:5]([C:6](Cl)=[C:7]([N+:12]([O-:14])=[O:13])[CH:8]=[N:9]2)=[CH:4][CH:3]=1.[NH2:16][CH2:17][CH2:18][N:19]1[CH2:24][CH2:23][N:22]([C:25]([O:27][C:28]([CH3:31])([CH3:30])[CH3:29])=[O:26])[CH2:21][CH2:20]1>>[Br:1][C:2]1[CH:11]=[C:10]2[C:5]([C:6]([NH:16][CH2:17][CH2:18][N:19]3[CH2:24][CH2:23][N:22]([C:25]([O:27][C:28]([CH3:31])([CH3:30])[CH3:29])=[O:26])[CH2:21][CH2:20]3)=[C:7]([N+:12]([O-:14])=[O:13])[CH:8]=[N:9]2)=[CH:4][CH:3]=1. Procedure: 7-Bromo-4-chloro-3-nitroquinoline (33.0 g, 115 mmol) was treated with 4-(2-aminoethyl)-1-(tert-butoxycarbonyl)piperazine (26.4 mL, 115 mmol) according to the method described in Part E of Example 1. The reaction was stirred overnight. The crude product was triturated with diethyl ether and isolated by filtration to provide 33.05 g of tert-butyl 4-[2-(7-bromo-3-nitroquinolin-4-ylamino)ethyl]piperazine-1-carboxylate as a yellow solid. The reactants are C1(=CC=CC=C1)C(CNC=1C=2N=CN([C@H]3[C@H](O)[C@H](O)[C@@H](CO)O3)C2N=CN1)C1=CC=CC=C1 (N6 -(2,2-Diphenylethyl)adenosine), C(C)(=O)OC(C)=O (acetic anhydride). Solvent: N1=CC=CC=C1 (pyridine). The product is C(C)(=O)O[C@H]1[C@@H](O[C@@H]([C@H]1OC(C)=O)COC(C)=O)N1C=NC=2C(NCC(C3=CC=CC=C3)C3=CC=CC=C3)=NC=NC12 (2',3',5'-Tri-O-acetyl-N6 -(2,2-diphenylethyl)adenosine). As a reaction SMILES: [C:1]1([CH:7]([C:28]2[CH:33]=[CH:32][CH:31]=[CH:30][CH:29]=2)[CH2:8][NH:9][C:10]2[C:11]3[N:12]=[CH:13][N:14]([C:24]=3[N:25]=[CH:26][N:27]=2)[C@@H:15]2[O:23][C@H:20]([CH2:21][OH:22])[C@@H:18]([OH:19])[C@H:16]2[OH:17])[CH:6]=[CH:5][CH:4]=[CH:3][CH:2]=1.C(O[C:38](=[O:40])[CH3:39])(=O)C>N1C=CC=CC=1>[C:16]([O:17][C@@H:16]1[C@H:18]([O:19][C:18](=[O:19])[CH3:20])[C@@H:20]([CH2:21][O:22][C:38](=[O:40])[CH3:39])[O:23][C@H:15]1[N:14]1[C:24]2[N:25]=[CH:26][N:27]=[C:10]([NH:9][CH2:8][CH:7]([C:1]3[CH:2]=[CH:3][CH:4]=[CH:5][CH:6]=3)[C:28]3[CH:33]=[CH:32][CH:31]=[CH:30][CH:29]=3)[C:11]=2[N:12]=[CH:13]1)(=[O:17])[CH3:15]. Procedure details: N6 -(2,2-Diphenylethyl)adenosine (4.6 g, 0.01 mole) and acetic anhydride (2.9 mL, 306 mol %) are mixed in pyridine at room tempreature under nitrogen for 20 hours, and the reaction is evaporated in vacuo. The residue is dissolved in chloroform, washed twice with aqueous ice-cold 5% sodium carbonate, and the organic layer is dried (MgSO4) and evaporated in vacuo. Chromatography over silica gel eluting with 5/1 chloroform/methanol affords the title compound after evaporation in vacuo of appropriat... Reactants: COC1=CC=C2C(=CC(NC2=C1)=O)C (7-methoxy-4-methylquinolin-2(1H)-one), [H-].[Na+] (sodium hydride), [H-].[Na+] (sodium hydride), C([O-])([O-])=O.[K+].[K+] (potassium carbonate), CS(=O)(=O)OCCC1(CCC2(OCCO2)CC1)C#N (2-(8-cyano-1,4-dioxaspiro[4.5]decan-8-yl)ethyl methanesulfonate). Solvent: C(C)(=O)OCC (ethyl acetate), O (water), CN(C=O)C (N,N-dimethylformamide), CN(C=O)C (N,N-dimethylformamide). Run at time 35 minute. Yields the product COC1=CC=C2C(=CC(N(C2=C1)CCC1(CCC2(OCCO2)CC1)C#N)=O)C (8-(2-(7-methoxy-4-methyl-2-oxo-1,2-dihydroquinolin-1-yl)ethyl)-1,4-dioxaspiro[4.5]decane-8-carbonitrile). Reaction SMILES: [CH3:1][O:2][C:3]1[CH:12]=[C:11]2[C:6]([C:7]([CH3:14])=[CH:8][C:9](=[O:13])[NH:10]2)=[CH:5][CH:4]=1.[H-].[Na+].CS(O[CH2:22][CH2:23][C:24]1([C:34]#[N:35])[CH2:33][CH2:32][C:27]2([O:31][CH2:30][CH2:29][O:28]2)[CH2:26][CH2:25]1)(=O)=O.C(=O)([O-])[O-].[K+].[K+]>C(OCC)(=O)C.O.CN(C)C=O>[CH3:1][O:2][C:3]1[CH:12]=[C:11]2[C:6]([C:7]([CH3:14])=[CH:8][C:9](=[O:13])[N:10]2[CH2:22][CH2:23][C:24]2([C:34]#[N:35])[CH2:33][CH2:32][C:27]3([O:28][CH2:29][CH2:30][O:31]3)[CH2:26][CH2:25]2)=[CH:5][CH:4]=1 |f:1.2,4.5.6|. Reported procedure: To 10 mL of an N,N-dimethylformamide suspension containing 0.63 g of 7-methoxy-4-methylquinolin-2(1H)-one, 0.17 g of 60% sodium hydride at 55° C., and the mixture was stirred at the same temperature for 35 minutes. Thereto was added dropwise 8 mL of an N,N-dimethylformamide solution containing 0.99 g of 2-(8-cyano-1,4-dioxaspiro[4.5]decan-8-yl)ethyl methanesulfonate at 50° C., and the mixture was stirred at 50 to 55° C. for 2 hours and 50 minutes. Thereto was added 53 mg of 60% sodium hydride at... Starting materials: COC1=CC=C(CN2C(C=CC3=CC(=CC=C23)B(O)O)=O)C=C1 (1-(4-Methoxybenzyl)-2-oxo-1,2-dihydroquinolin-6-ylboronic acid), N1=CC=CC=C1 (pyridine), C(C)(C)(C)C1=NNC(=C1)C(=O)OCC (ethyl 3-t-butyl-1H-pyrazole-5-carboxylate), B(O)O (boronic acid). Reagents/catalysts: CC(=O)[O-].CC(=O)[O-].[Cu+2] (Cu(OAc)2). Run in C(Cl)Cl (CH2Cl2). Reaction conditions: time 8 hour. Product: COC1=CC=C(CN2C(C=CC3=CC(=CC=C23)N2N=C(C=C2C(=O)OCC)C(C)(C)C)=O)C=C1 (ethyl 1-(1-(4-methoxybenzyl)-2-oxo-1,2-dihydroquinolin-6-yl)-3-t-butyl-1H-pyrazole-5-carboxylate). Isolated yield 93.8%. As a reaction SMILES: [CH3:1][O:2][C:3]1[CH:23]=[CH:22][C:6]([CH2:7][N:8]2[C:17]3[C:12](=[CH:13][C:14](B(O)O)=[CH:15][CH:16]=3)[CH:11]=[CH:10][C:9]2=[O:21])=[CH:5][CH:4]=1.N1C=CC=CC=1.[C:30]([C:34]1[CH:38]=[C:37]([C:39]([O:41][CH2:42][CH3:43])=[O:40])[NH:36][N:35]=1)([CH3:33])([CH3:32])[CH3:31].B(O)O>C(Cl)Cl.CC([O-])=O.CC([O-])=O.[Cu+2]>[CH3:1][O:2][C:3]1[CH:23]=[CH:22][C:6]([CH2:7][N:8]2[C:17]3[C:12](=[CH:13][C:14]([N:36]4[C:37]([C:39]([O:41][CH2:42][CH3:43])=[O:40])=[CH:38][C:34]([C:30]([CH3:31])([CH3:33])[CH3:32])=[N:35]4)=[CH:15][CH:16]=3)[CH:11]=[CH:10][C:9]2=[O:21])=[CH:5][CH:4]=1 |f:5.6.7|. Procedure: 1-(4-Methoxybenzyl)-2-oxo-1,2-dihydroquinolin-6-ylboronic acid (1.8 g, 5.8 mmol) was dissolved in CH2Cl2 (120 mL) and pyridine (10 mL) with molecular sieves (activated, 4 A) and the solution was kept overnight at RT. Commercially available ethyl 3-t-butyl-1H-pyrazole-5-carboxylate (1.2 g, 5.8 mmol), Cu(OAc)2 (1.1 g, 5.8 mmol) and molecular sieves (4 Å activated, powder) were added to the boronic acid solution and the reaction mixture was stirred open to the air at RT for 3 days. The reaction mix... Starting materials: C(C)O (ethanol), [Li] (lithium), N (ammonia), C(C)(=O)O.Cl[C@@H]1CC2=CC[C@H]3[C@@H]4CCC([C@@]4(C)CC[C@@H]3[C@]2(CC1)CO)=O (3β-chloro-19-hydroxy-5-androsten-17-one acetate). Solvent: O1CCCC1 (tetrahydrofuran). Conditions: time 2 hour. Yields the product C(C)(=O)O.OC[C@]12CCCCC1=CC[C@H]1[C@@H]3CCC([C@@]3(C)CC[C@H]21)=O (19-hyroxy-5-androsten-17-one acetate). Reaction SMILES: [C:1]([OH:4])(=[O:3])[CH3:2].Cl[C@H:6]1[CH2:23][CH2:22][C@@:21]2([CH2:24][OH:25])[C:8](=[CH:9][CH2:10][C@@H:11]3[C@@H:20]2[CH2:19][CH2:18][C@@:16]2([CH3:17])[C@H:12]3[CH2:13][CH2:14][C:15]2=[O:26])[CH2:7]1.[Li].N.C(O)C>O1CCCC1>[C:1]([OH:4])(=[O:3])[CH3:2].[OH:25][CH2:24][C@@:21]12[C@@H:20]3[C@H:11]([C@H:12]4[C@@:16]([CH2:18][CH2:19]3)([CH3:17])[C:15](=[O:26])[CH2:14][CH2:13]4)[CH2:10][CH:9]=[C:8]1[CH2:7][CH2:6][CH2:23][CH2:22]2 |f:0.1,6.7,^1:26|. Procedure: A solution of 3β-chloro-19-hydroxy-5-androsten-17-one acetate in anhydrous tetrahydrofuran is added with stirring to a solution of lithium in liquid ammonia. After approximately two hours of stirring, 95% ethanol is added via dropwise addition. The residue obtained after evaporation of the ammonia is treated with water and ether. The ether extract is washed with water, dried over magnesium sulfate and concentrated under vacuum. The residue which remains is crystallized from an acetone-hexane sol...